Dataset: the Open Reaction Database (ORD), a public repository of structured organic reaction records. Task: describe an organic reaction: reactants, conditions, products, and yield Reactants: N,O-bis-trimethylsilylacetamide, C(C)#N (acetonitrile), C1C(C)O1 (propylene oxide), NC(C(=O)NC1[C@@H]2N(C(=C(CS2)COC(N)=O)C(=O)O)C1=O)C1=CC=C(C=C1)O (7-(α-amino-4-hydroxyphenylacetamido)-3-carbamoyloxymethyl-3-cephem-4-carboxylic acid), O=C1NC2=C(N1C(=O)Cl)C=CC=C2 (2,3-dihydro-2-oxo-1H-benzimidazol-1-ylcarbonyl chloride), ice water. Solvent: CC(=O)C (acetone), C(Cl)Cl (methylene chloride). Conditions: time 5 minute. The product is O=C1NC2=C(N1C(=O)NC(C(=O)NC1[C@@H]3N(C(=C(CS3)COC(N)=O)C(=O)O)C1=O)C1=CC=C(C=C1)O)C=CC=C2 (7-[α-(2,3-dihydro-2-oxo-1H-benzimidazol-1-ylcarbonylamino)-4-hydroxyphenylacetamido]-3-carbamoyloxymethyl-3-cephem-4-carboxylic acid). As a reaction SMILES: C(#N)C.[NH2:4][CH:5]([C:26]1[CH:31]=[CH:30][C:29]([OH:32])=[CH:28][CH:27]=1)[C:6]([NH:8][CH:9]1[C:24](=[O:25])[N:11]2[C:12]([C:21]([OH:23])=[O:22])=[C:13]([CH2:16][O:17][C:18](=[O:20])[NH2:19])[CH2:14][S:15][C@H:10]12)=[O:7].C1OC1C.[O:37]=[C:38]1[N:42]([C:43](Cl)=[O:44])[C:41]2[CH:46]=[CH:47][CH:48]=[CH:49][C:40]=2[NH:39]1>C(Cl)Cl.CC(C)=O>[O:37]=[C:38]1[N:42]([C:43]([NH:4][CH:5]([C:26]2[CH:27]=[CH:28][C:29]([OH:32])=[CH:30][CH:31]=2)[C:6]([NH:8][CH:9]2[C:24](=[O:25])[N:11]3[C:12]([C:21]([OH:23])=[O:22])=[C:13]([CH2:16][O:17][C:18](=[O:20])[NH2:19])[CH2:14][S:15][C@H:10]23)=[O:7])=[O:44])[C:41]2[CH:46]=[CH:47][CH:48]=[CH:49][C:40]=2[NH:39]1. Procedure details: To 8 ml. of dry acetonitrile were added 422 mg. (1 mmole) of 7-(α-amino-4-hydroxyphenylacetamido)-3-carbamoyloxymethyl-3-cephem-4-carboxylic acid. The mixture was stirred in a bath comprising acetone and wet ice, and 1.62 grams (8 mmoles) of N,O-bis-trimethylsilylacetamide were added. Solution was complete within about 5 minutes. The mixture was stirred for an additional 5 minutes, and 0.7 ml. of propylene oxide was added followed, after an additional 5 minutes, by 197 mg. (1 mmole) of 2,3-dihyd...